This data is from the Open Reaction Database (ORD), a public repository of structured organic reaction records. The task is: describe an organic reaction: reactants, conditions, products, and yield Starting materials: C(=C\CC)/C12CC3=CC(=CC=C3C2=C(C(CC1)=O)C)OC (9a-[(1E)-1-butenyl]-7-methoxy-4-methyl-1,2,9,9a-tetrahydro-3H-fluoren-3-one), Cl.N1=CC=CC=C1 (pyridine hydrochloride). Run at temperature 190 celsius. Yields the product C(=C\CC)/C12CC3=CC(=CC=C3C2=C(C(CC1)=O)C)O (9a-[(1E)-1-butenyl]-7-hydroxy-4-methyl-1,2,9,9a-tetrahydro-3H-fluoren-3-one). Reaction SMILES: [CH:1](/[C:5]12[CH2:17][CH2:16][C:15](=[O:18])[C:14]([CH3:19])=[C:13]1[C:12]1[C:7](=[CH:8][C:9]([O:20]C)=[CH:10][CH:11]=1)[CH2:6]2)=[CH:2]\[CH2:3][CH3:4].Cl.N1C=CC=CC=1>>[CH:1](/[C:5]12[CH2:17][CH2:16][C:15](=[O:18])[C:14]([CH3:19])=[C:13]1[C:12]1[C:7](=[CH:8][C:9]([OH:20])=[CH:10][CH:11]=1)[CH2:6]2)=[CH:2]\[CH2:3][CH3:4] |f:1.2|. Procedure details: A mixture of 9a-[(1E)-1-butenyl]-7-methoxy-4-methyl-1,2,9,9a-tetrahydro-3H-fluoren-3-one (31.7 mg, 0.112 mmol) and pyridine hydrochloride (384 mg, 3.32 mmol) was placed under a nitrogen atmosphere and heated in an oil bath at 190° C. for 65 minutes. After cooling to room temperature, the reaction mixture was partitioned between water (4 ml) and EtOAc (10 mL). The organic phase was recovered, washed with brine (5 mL), dried over MgSO4, filtered, and evaporated under vacuum to an oil (30 mg). The ... Yields the product C(C)(C)(C)OC(=O)N1CCC(CC1)SC=1N(C=CN1)C (1-tert-Butoxycarbonyl-4-(1-methylimidazol-2-ylthio)piperidine). Procedure: By a similar manner to Reference Example 35, 1-tert-butoxycarbonyl-4-hydroxypiperidine (1.01 g, 5.0 mmol) was reacted with 2-mercapto-1-methylimidazole (0.68 g, 6.0 mmol) to give the titled compound as pale yellow oily substance (1.04 g, 70%). Starting materials: C(C)(C)(C)OC(=O)N1CCC(CC1)O (1-tert-butoxycarbonyl-4-hydroxypiperidine), SC=1N(C=CN1)C (2-mercapto-1-methylimidazole). Reaction SMILES: [C:1]([O:5][C:6]([N:8]1[CH2:13][CH2:12][CH:11](O)[CH2:10][CH2:9]1)=[O:7])([CH3:4])([CH3:3])[CH3:2].[SH:15][C:16]1[N:17]([CH3:21])[CH:18]=[CH:19][N:20]=1>>[C:1]([O:5][C:6]([N:8]1[CH2:13][CH2:12][CH:11]([S:15][C:16]2[N:17]([CH3:21])[CH:18]=[CH:19][N:20]=2)[CH2:10][CH2:9]1)=[O:7])([CH3:4])([CH3:3])[CH3:2]. Starting materials: O=Cc1c[nH]c(Br)c1, COCCOC, CSc1ccccc1B(O)O, [Na+], [Na+], O=C([O-])[O-], O. Product: CSc1ccccc1-c1cc(C=O)c[nH]1. RXN SMILES: [Br:1][c:2]1[cH:3][c:4]([CH:7]=[O:8])[cH:5][nH:6]1.[CH3:26][O:27][CH2:28][CH2:29][O:30][CH3:31].[CH3:9][S:10][c:11]1[c:12]([B:17]([OH:18])[OH:19])[cH:13][cH:14][cH:15][cH:16]1.[Na+:20].[Na+:21].[O-:22][C:23](=[O:24])[O-:25].[OH2:32]>>[c:2]1(-[c:12]2[c:11]([S:10][CH3:9])[cH:16][cH:15][cH:14][cH:13]2)[cH:3][c:4]([CH:7]=[O:8])[cH:5][nH:6]1. Reactants: [C@]12(C(=O)CC(CC1)C2(C)C)CS(=O)(=O)O.[C@]21(C(=O)CC(CC2)C1(C)C)CS(=O)(=O)O.FC1=C(CCNC[C@H](O)C2=CC=C(C=3NC(SC32)=O)O)C=C(C=C1)CN1CCC3(CN(CCO3)C(=O)C=3N=C(SC3)C(C)C)CC1 ((R)-7-(2-(2-fluoro-5-((4-(2-isopropylthiazole-4-carbonyl)-1-oxa-4,9-diazaspiro[5.5]undecan-9-yl)methyl)phenethylamino)-1-hydroxyethyl)-4-hydroxybenzo[d]thiazol-2(3H)-one di(1S)-(+)-10-camphorsulfonic acid salt), 2-methyl-THF. Run in C([O-])(O)=O.[Na+] (sodium bicarbonate). Product: FC1=C(CCNC[C@H](O)C2=CC=C(C=3NC(SC32)=O)O)C=C(C=C1)CN1CCC3(CN(CCO3)C(=O)C=3N=C(SC3)C(C)C)CC1 ((R)-7-(2-(2-fluoro-5-((4-(2-isopropylthiazole-4-carbonyl)-1-oxa-4,9-diazaspiro[5.5]undecan-9-yl)methyl)phenethylamino)-1-hydroxyethyl)-4-hydroxybenzo[d]thiazol-2(3H)-one). As a reaction SMILES: [C@]12(CS(O)(=O)=O)C(C)(C)C(CC1)CC2=O.[C@]12(CS(O)(=O)=O)C(C)(C)C(CC1)CC2=O.[F:31][C:32]1[CH:54]=[CH:53][C:52]([CH2:55][N:56]2[CH2:76][CH2:75][C:59]3([O:64][CH2:63][CH2:62][N:61]([C:65]([C:67]4[N:68]=[C:69]([CH:72]([CH3:74])[CH3:73])[S:70][CH:71]=4)=[O:66])[CH2:60]3)[CH2:58][CH2:57]2)=[CH:51][C:33]=1[CH2:34][CH2:35][NH:36][CH2:37][C@@H:38]([C:40]1[C:48]2[S:47][C:46](=[O:49])[NH:45][C:44]=2[C:43]([OH:50])=[CH:42][CH:41]=1)[OH:39]>C(=O)(O)[O-].[Na+]>[F:31][C:32]1[CH:54]=[CH:53][C:52]([CH2:55][N:56]2[CH2:57][CH2:58][C:59]3([O:64][CH2:63][CH2:62][N:61]([C:65]([C:67]4[N:68]=[C:69]([CH:72]([CH3:74])[CH3:73])[S:70][CH:71]=4)=[O:66])[CH2:60]3)[CH2:75][CH2:76]2)=[CH:51][C:33]=1[CH2:34][CH2:35][NH:36][CH2:37][C@@H:38]([C:40]1[C:48]2[S:47][C:46](=[O:49])[NH:45][C:44]=2[C:43]([OH:50])=[CH:42][CH:41]=1)[OH:39] |f:0.1.2,3.4|. Procedure details: (R)-7-(2-(2-fluoro-5-((4-(2-isopropylthiazole-4-carbonyl)-1-oxa-4,9-diazaspiro[5.5]undecan-9-yl)methyl)phenethylamino)-1-hydroxyethyl)-4-hydroxybenzo[d]thiazol-2(3H)-one di(1S)-(+)-10-camphorsulfonic acid salt (Example 47B) (4.1 g) was partioned between freshly distilled 2-methyl-THF (100 mL) and saturated sodium bicarbonate solution (100 mL). The layers were separated and the organic layer washed with saturated sodium bicarbonate solution (100 mL), brine (100 mL), dried over sodium sulphate, fi... The reactants are C=CCBr, [H-], O=C1CCCCN1, [Na+], CN(C)C=O. Yields the product C=CCN1CCCCC1=O. Reaction SMILES: [CH2:10]([CH:11]=[CH2:12])[Br:13].[H-:9].[NH:1]1[C:2](=[O:7])[CH2:3][CH2:4][CH2:5][CH2:6]1.[Na+:8].[O:14]=[CH:15][N:16]([CH3:17])[CH3:18]>>[N:1]1([CH2:12][CH:11]=[CH2:10])[C:2](=[O:7])[CH2:3][CH2:4][CH2:5][CH2:6]1.